Dataset: the Open Reaction Database (ORD), a public repository of structured organic reaction records. Task: describe an organic reaction: reactants, conditions, products, and yield Starting materials: CC1=C(C=C(N(CCC)CCC)C=C1)[N+](=O)[O-] (4-methyl-3-nitro-N,N-dipropylaniline). Reagents/catalysts: [Pd] (Pd on carbon). Run in CCOC(=O)C (AcOEt). Run at time 18 hour. Yields the product CC1=C(C=C(C=C1)N(CCC)CCC)N (4-Methyl-N1,N1-dipropyl-benzene-1,3-diamine). Isolated yield 31.8%. Reaction SMILES: [CH3:1][C:2]1[CH:14]=[CH:13][C:5]([N:6]([CH2:10][CH2:11][CH3:12])[CH2:7][CH2:8][CH3:9])=[CH:4][C:3]=1[N+:15]([O-])=O>CCOC(C)=O.[Pd]>[CH3:1][C:2]1[CH:14]=[CH:13][C:5]([N:6]([CH2:10][CH2:11][CH3:12])[CH2:7][CH2:8][CH3:9])=[CH:4][C:3]=1[NH2:15]. Procedure details: A mixture of 4-methyl-3-nitro-N,N-dipropylaniline (2.49 g, 10.5 mmol) and 10% Pd on carbon (1.00 g) in AcOEt (50 ml) was hydrogenated for 18 h. The catalyst was removed by filtration through Celite. The filtrate was concentrated under vacuum. The residue was purified by chromatography eluting with 10% AcOEt in n-hexane to afford 689 mg of the title compound. Starting materials: [N+](=O)([O-])C1=CC=C(C(=O)C2=CC=C(C=C2)C(CCCCCC)C2=CC=C(C=C2)C(C2=CC=C(C=C2)[N+](=O)[O-])=O)C=C1 (1,1-bis(4-(4-nitrobenzoyl)phenyl)heptane), ClCCCl (1,2-dichloroethane), C(C)[SiH](CC)CC (triethylsilane). The solvent is O (water). Yields the product [N+](=O)([O-])C1=CC=C(CC2=CC=C(C=C2)C(CCCCCC)C2=CC=C(C=C2)CC2=CC=C(C=C2)[N+](=O)[O-])C=C1 (1,1-bis(4-(4-nitrobenzyl)phenyl) heptane). Isolated yield 103.0%. RXN SMILES: [N+:1]([C:4]1[CH:41]=[CH:40][C:7]([C:8]([C:10]2[CH:15]=[CH:14][C:13]([CH:16]([C:23]3[CH:28]=[CH:27][C:26]([C:29](=O)[C:30]4[CH:35]=[CH:34][C:33]([N+:36]([O-:38])=[O:37])=[CH:32][CH:31]=4)=[CH:25][CH:24]=3)[CH2:17][CH2:18][CH2:19][CH2:20][CH2:21][CH3:22])=[CH:12][CH:11]=2)=O)=[CH:6][CH:5]=1)([O-:3])=[O:2].ClCCCl.C([SiH](CC)CC)C>O>[N+:1]([C:4]1[CH:5]=[CH:6][C:7]([CH2:8][C:10]2[CH:15]=[CH:14][C:13]([CH:16]([C:23]3[CH:28]=[CH:27][C:26]([CH2:29][C:30]4[CH:31]=[CH:32][C:33]([N+:36]([O-:38])=[O:37])=[CH:34][CH:35]=4)=[CH:25][CH:24]=3)[CH2:17][CH2:18][CH2:19][CH2:20][CH2:21][CH3:22])=[CH:12][CH:11]=2)=[CH:40][CH:41]=1)([O-:3])=[O:2]. Procedure details: In a 1-liter three-necked flask equipped with a stirring device, a thermometer and a nitrogen substituting device, 14.4 g of 1,1-bis(4-(4-nitrobenzoyl)phenyl)heptane, 60 milliliters of 1,2-dichloroethane and 19.4 g of boron trifluoride diethyl ether complex were introduced and heated at reflux. 14.4 g of triethylsilane was added dropwise for 15 minutes with maintaining the temperature. After the end of the reaction was confirmed by a liquid chromatography, the reaction solution was poured in wat... The reactants are COC1=C(C=CC=C1)C=CC(=O)O (3-(2-methoxy-phenyl)-acrylic acid), CCCC(CCC)N (4-heptylamine). The product is COC1=C(C=CC=C1)C=CC(=O)NC(CCC)CCC (3-(2-Methoxy-phenyl)-N-(1-propyl-butyl)-acrylamide). RXN SMILES: [CH3:1][O:2][C:3]1[CH:8]=[CH:7][CH:6]=[CH:5][C:4]=1[CH:9]=[CH:10][C:11]([OH:13])=O.[CH3:14][CH2:15][CH2:16][CH:17]([NH2:21])[CH2:18][CH2:19][CH3:20]>>[CH3:1][O:2][C:3]1[CH:8]=[CH:7][CH:6]=[CH:5][C:4]=1[CH:9]=[CH:10][C:11]([NH:21][CH:17]([CH2:18][CH2:19][CH3:20])[CH2:16][CH2:15][CH3:14])=[O:13]. Procedure details: Prepared in a similar manner as described in example 4 from 3-(2-methoxy-phenyl)-acrylic acid and 4-heptylamine. MS (M+H, 276.2). The reactants are C(=O)C1=C(OCC(=O)O)C=CC=C1 (2-formylphenoxyacetic acid), C(C)O (ethanol), OS(=O)(=O)O (H2SO4), C1(=CC=CC=C1)C (toluene), KHCO3. The solvent is O (water). Product: C(C)OC(=O)COC1=C(C=O)C=CC=C1 (2-(ethoxycarbonylmethoxy)benzaldehyde). The yield is 87.4%. Reaction SMILES: [CH:1]([C:3]1[CH:13]=[CH:12][CH:11]=[CH:10][C:4]=1[O:5][CH2:6][C:7]([OH:9])=[O:8])=[O:2].[CH2:14](O)[CH3:15].OS(O)(=O)=O.C1(C)C=CC=CC=1>O>[CH2:14]([O:8][C:7]([CH2:6][O:5][C:4]1[CH:10]=[CH:11][CH:12]=[CH:13][C:3]=1[CH:1]=[O:2])=[O:9])[CH3:15]. Procedure: A mixture of 2-formylphenoxyacetic acid (9.01 g, 0.05 mol), ethanol (4.6 g), concentrated H2SO4 (0.4 ml) and toluene (40 ml) was heated to reflux with azeotropic removal of water for 1 hour. The reaction mixture was poured into 10% KHCO3 (100 ml), the layers were separated and the aqueous layer was extracted with ether (2×75 ml). The organic layers were combined, and concentrated in vacuo to afford 9.1 g (95%) of 2-(ethoxycarbonylmethoxy)benzaldehyde. Starting materials: ClC1=CC=NC=C1C#N (4-chloronicotinonitrile), C[O-].[Na+].CO (sodium methylate methanol). Run in CO (methanol). Conditions: time 1 hour. Yields the product COC1=CC=NC=C1C#N (4-methoxynicotinonitrile). Yield: 85.7%. As a reaction SMILES: Cl[C:2]1[C:7]([C:8]#[N:9])=[CH:6][N:5]=[CH:4][CH:3]=1.[CH3:10][O-:11].[Na+].CO>CO>[CH3:10][O:11][C:2]1[C:7]([C:8]#[N:9])=[CH:6][N:5]=[CH:4][CH:3]=1 |f:1.2.3|. Procedure: To a solution of compound (20)(2.77 g, 20.0 mmol) in methanol (5 ml) was added a 28% sodium methylate-methanol solution (5.0 g, 24.0 mmol) at room temperature and the mixture was stirred for one hr. The solvent was concentrated and the obtained residue was partitioned between ethyl acetate and iced-brine. The organic layer was dried over anhydrous magnesium sulfate and the solvent was evaporated under reduced pressure. The obtained residue was recrystallized from a small amount of isopropyl ethe... Reported procedure: By substantially following the procedures of Example 1,A, 25.0 g (194 mmol) of nipecotic acid was protected with benzylchloroformate under basic conditions to afford 18.0 g (68 mmol; 35%) of analytically pure N-Cbz-nipecotic acid as a white solid. Reaction SMILES: [NH:1]1[CH2:9][CH2:8][CH2:7][CH:3]([C:4]([OH:6])=[O:5])[CH2:2]1.[CH2:10]([O:17][C:18](Cl)=[O:19])[C:11]1[CH:16]=[CH:15][CH:14]=[CH:13][CH:12]=1>>[C:18]([N:1]1[CH2:9][CH2:8][CH2:7][CH:3]([C:4]([OH:6])=[O:5])[CH2:2]1)([O:17][CH2:10][C:11]1[CH:16]=[CH:15][CH:14]=[CH:13][CH:12]=1)=[O:19]. Product: C(=O)(OCC1=CC=CC=C1)N1CC(C(=O)O)CCC1 (N-Cbz-nipecotic acid). Starting materials: N1CC(C(=O)O)CCC1 (nipecotic acid), C(C1=CC=CC=C1)OC(=O)Cl (benzylchloroformate). The reactants are C(C)(C)(C)OC(=O)N1CCC(CC1)C1=CC(=C(C=C1)N)S(=O)(=O)C (4-(4-amino-3-methanesulfonyl-phenyl)-piperidine-1-carboxylic acid tert-butyl ester), FC=1C=C2C=C(N(C2=CC1)C)S(=O)(=O)Cl (5-fluoro-1-methyl-1H-indole-2-sulfonyl chloride). Reagents/catalysts: CN(C)C=1C=CN=CC1 (DMAP). Solvent: ClCCCl (1,2-dichloroethane), ClCCl (dichloromethane). Run at temperature 80 celsius, time 72 hour. The product is C(C)(C)(C)OC(=O)N1CCC(CC1)C1=CC(=C(C=C1)NS(=O)(=O)C=1N(C2=CC=C(C=C2C1)F)C)S(=O)(=O)C (4-[4-(5-Fluoro-1-methyl-1H-indole-2-sulfonylamino)-3-methanesulfonyl-phenyl]piperidine-1-carboxylic acid tert-butyl ester). The yield is 24.8%. As a reaction SMILES: [C:1]([O:5][C:6]([N:8]1[CH2:13][CH2:12][CH:11]([C:14]2[CH:19]=[CH:18][C:17]([NH2:20])=[C:16]([S:21]([CH3:24])(=[O:23])=[O:22])[CH:15]=2)[CH2:10][CH2:9]1)=[O:7])([CH3:4])([CH3:3])[CH3:2].[F:25][C:26]1[CH:27]=[C:28]2[C:32](=[CH:33][CH:34]=1)[N:31]([CH3:35])[C:30]([S:36](Cl)(=[O:38])=[O:37])=[CH:29]2>ClCCCl.CN(C1C=CN=CC=1)C.ClCCl>[C:1]([O:5][C:6]([N:8]1[CH2:13][CH2:12][CH:11]([C:14]2[CH:19]=[CH:18][C:17]([NH:20][S:36]([C:30]3[N:31]([CH3:35])[C:32]4[C:28]([CH:29]=3)=[CH:27][C:26]([F:25])=[CH:34][CH:33]=4)(=[O:38])=[O:37])=[C:16]([S:21]([CH3:24])(=[O:23])=[O:22])[CH:15]=2)[CH2:10][CH2:9]1)=[O:7])([CH3:4])([CH3:3])[CH3:2]. Reported procedure: To a solution of 4-(4-amino-3-methanesulfonyl-phenyl)-piperidine-1-carboxylic acid tert-butyl ester (cf. Example 24e, 0.048 g) in 1,2-dichloroethane (3.0 ml) was added 5-fluoro-1-methyl-1H-indole-2-sulfonyl chloride (0.035 g) and DMAP (0.025 g). The reaction mixture was stirred at 80° C. for 72 h, diluted with dichloromethane (2 ml) and chromatographed on silica gel using dichloromethane/ethyl acetate as eluent to obtain the title compound (0.019 g) as an off-white foam. MS (ISN): 564.3 (M−H)− The reactants are C(Cl)(Cl)Cl.CO.[NH4+].[OH-] (CHCl3 MeOH NH4OH), C(C)(=O)C1=CC(=C(OC(C(=O)OC)C2=CC3=C(C=C2)OCO3)C=C1)CCC (methyl α-(4-acetyl-2-n-propylphenoxy)-3,4-methylenedioxyphenylacetate), aqueous solution, [OH-].[Na+] (sodium hydroxide), Cl (HCl). Solvent: CO (methanol). Conditions: time 4 hour. Product: C(C)(=O)C1=CC(=C(OC(C(=O)O)C2=CC3=C(C=C2)OCO3)C=C1)CCC (α-(4-acetyl-2-n-propylphenoxy)-3,4-methylenedioxyphenylacetic acid). Yield: 77.8%. RXN SMILES: [C:1]([C:4]1[CH:24]=[CH:23][C:7]([O:8][CH:9]([C:14]2[CH:19]=[CH:18][C:17]3[O:20][CH2:21][O:22][C:16]=3[CH:15]=2)[C:10]([O:12]C)=[O:11])=[C:6]([CH2:25][CH2:26][CH3:27])[CH:5]=1)(=[O:3])[CH3:2].[OH-].[Na+].C(Cl)(Cl)Cl.CO.[NH4+].[OH-].Cl>CO>[C:1]([C:4]1[CH:24]=[CH:23][C:7]([O:8][CH:9]([C:14]2[CH:19]=[CH:18][C:17]3[O:20][CH2:21][O:22][C:16]=3[CH:15]=2)[C:10]([OH:12])=[O:11])=[C:6]([CH2:25][CH2:26][CH3:27])[CH:5]=1)(=[O:3])[CH3:2] |f:1.2,3.4.5.6|. Reported procedure: To a solution of 0.556 g (1.50 mmol) of the product of Step B dissolved in 4.0 mL of methanol was added 0.45 mL (2.25 mmol) of a 5.0N aqueous solution of sodium hydroxide. The reaction mixture was stirred at room temperature and monitored by TLC (CHCl3 --MeOH--NH4OH 80:15:1). After 4 hours the reaction was judged to be complete and the reaction mixture was adjusted to pH=7 with 6.0N HCl. The mixture was then evaporated in vacuo and the residue was purified on a silica gel flash chromatography co... Starting materials: C(C)N(C1=CC(=CC(=N1)C(CO)O)C)CC (1-(6-diethylamino-4-methyl-pyridin-2-yl)-ethane-1,2-diol), NaIO4, NaIO4. The solvent is C1CCOC1 (THF), O (water), CC(OCC)=O (EA). Conditions: time 16 hour. Product: C(C)N(C1=CC(=CC(=N1)C=O)C)CC (6-diethylamino-4-methyl-pyridine-2-carbaldehyde). Isolated yield 90.7%. As a reaction SMILES: [CH2:1]([N:3]([CH2:15][CH3:16])[C:4]1[N:9]=[C:8]([CH:10]([OH:13])CO)[CH:7]=[C:6]([CH3:14])[CH:5]=1)[CH3:2]>C1COCC1.O.CC(=O)OCC>[CH2:15]([N:3]([CH2:1][CH3:2])[C:4]1[N:9]=[C:8]([CH:10]=[O:13])[CH:7]=[C:6]([CH3:14])[CH:5]=1)[CH3:16]. Procedure details: A solution of diethyl-(4-methyl-6-vinyl-pyridin-2-yl)-amine (457 mg, 2.40 mmol), N-methyl-morpholine-N-oxide (885 mg), and OsO4 (5 mg, 20 μmol, 200 μL of a 2.5% solution in tert.-butanol) in acetone (16 mL) and water (2 mL) is stirred at rt for 18 h. The mixture is diluted with EA (200 mL) and washed with water (50 mL). The org. extract is dried over MgSO4, filtered and concentrated to give crude 1-(6-diethylamino-4-methyl-pyridin-2-yl)ethane-1,2-diol (550 mg) as a brown oil; LC-MS: tR=0.55 min,... Starting materials: 8,2,2-di-n-butyl-1-methoxy-3-[(tert-butyldimethylsilyl)oxy]propane, C(CCC)C(CO)(COC)CCCC (2,2-di-n-butyl-3-methoxy-1-propanol), [Si](C)(C)(C(C)(C)C)Cl (tert-butyidimethylsilyl chloride). Yields the product C(CCC)C(COC)(CO[Si](C)(C)C(C)(C)C)CCCC (2,2-di-n-butyl-1-methoxy-3-[(tert-butyidimethylsilyl)oxy]-propane). Reaction SMILES: [CH2:1]([C:5]([CH2:11][CH2:12][CH2:13][CH3:14])([CH2:8][O:9][CH3:10])[CH2:6][OH:7])[CH2:2][CH2:3][CH3:4].[Si:15](Cl)([C:18]([CH3:21])([CH3:20])[CH3:19])([CH3:17])[CH3:16]>>[CH2:1]([C:5]([CH2:11][CH2:12][CH2:13][CH3:14])([CH2:6][O:7][Si:15]([C:18]([CH3:21])([CH3:20])[CH3:19])([CH3:17])[CH3:16])[CH2:8][O:9][CH3:10])[CH2:2][CH2:3][CH3:4]. Procedure: According to the procedure as described in Example 8,2,2-di-n-butyl-1-methoxy-3-[(tert-butyldimethylsilyl)oxy]propane was prepared from intermediate 2,2-di-n-butyl-3-methoxy-1-propanol and reagent tert-butyidimethylsilyl chloride.